Dataset: the Open Reaction Database (ORD), a public repository of structured organic reaction records. Task: describe an organic reaction: reactants, conditions, products, and yield The reactants are CO, [H][H], [Na+], [OH-], COC(=O)CC(CS)C(=O)N1CCCC1C(=O)O. Product: O=C(O)CC(CS)C(=O)N1CCCC1C(=O)O. As a reaction SMILES: [CH3:21][OH:22].[H:19][H:20].[Na+:24].[OH-:23].[SH:1][CH2:2][CH:3]([C:4](=[O:5])[N:6]1[CH:7]([C:8](=[O:9])[OH:10])[CH2:11][CH2:12][CH2:13]1)[CH2:14][C:15](=[O:16])[O:17][CH3:18]>>[SH:1][CH2:2][CH:3]([C:4](=[O:5])[N:6]1[CH:7]([C:8](=[O:9])[OH:10])[CH2:11][CH2:12][CH2:13]1)[CH2:14][C:15](=[O:16])[OH:17].